This data is from the Open Reaction Database (ORD), a public repository of structured organic reaction records. The task is: describe an organic reaction: reactants, conditions, products, and yield The reactants are ClC=1C=C(C=CC1S(=O)(=O)C)C(C(=O)O)C (2-(3-chloro-4-(methylsulfonyl)phenyl)propanoic acid), ON1N=NC2=C1C=CC=C2 (1-hydroxybenzotriazole), F[B-](F)(F)F.N1(N=NC2=C1C=CC=C2)OC(=[N+](C)C)N(C)C (O-(1H-benzotriazol-1-yl)-N,N,N′,N′-tetramethyluronium tetrafluoroborate), C(C)N(C(C)C)C(C)C (N-ethyldiisopropylamine), ClC=1C=C(C=CC1)N1N=C(C=C1CN)C(F)(F)F ((1-(3-chlorophenyl)-3-(trifluoromethyl)-1H-pyrazol-5-yl)methanamine). Run in C1CCOC1 (THF). Reaction conditions: time 48 hour. Yields the product ClC=1C=C(C=CC1S(=O)(=O)C)C(C(=O)NCC=1N(N=C(C1)C(F)(F)F)C1=CC(=CC=C1)Cl)C (2-(3-chloro-4-methylsulfonyl-phenyl)-N-[[2-(3-chlorophenyl)-5-(trifluoromethyl)-2H-pyrazol-3-yl]-methyl]-propionamide). Yield: 83.9%. Reaction SMILES: [Cl:1][C:2]1[CH:3]=[C:4]([CH:12]([CH3:16])[C:13]([OH:15])=O)[CH:5]=[CH:6][C:7]=1[S:8]([CH3:11])(=[O:10])=[O:9].ON1C2C=CC=CC=2N=N1.F[B-](F)(F)F.N1(OC(N(C)C)=[N+](C)C)C2C=CC=CC=2N=N1.C(N(C(C)C)C(C)C)C.[Cl:58][C:59]1[CH:60]=[C:61]([N:65]2[C:69]([CH2:70][NH2:71])=[CH:68][C:67]([C:72]([F:75])([F:74])[F:73])=[N:66]2)[CH:62]=[CH:63][CH:64]=1>C1COCC1>[Cl:1][C:2]1[CH:3]=[C:4]([CH:12]([CH3:16])[C:13]([NH:71][CH2:70][C:69]2[N:65]([C:61]3[CH:62]=[CH:63][CH:64]=[C:59]([Cl:58])[CH:60]=3)[N:66]=[C:67]([C:72]([F:73])([F:74])[F:75])[CH:68]=2)=[O:15])[CH:5]=[CH:6][C:7]=1[S:8]([CH3:11])(=[O:9])=[O:10] |f:2.3|. Procedure: To a solution of 2-(3-chloro-4-(methylsulfonyl)phenyl)propanoic acid (60 mg, 0.229 mmol) in THF (1.9 mL) was added 1-hydroxybenzotriazole (30 mg, 0.229 mmol), O-(1H-benzotriazol-1-yl)-N,N,N′,N′-tetramethyluronium tetrafluoroborate (74 mg, 0.229 mmol), N-ethyldiisopropylamine (0.078 mL, 0.458 mmol) and (1-(3-chlorophenyl)-3-(trifluoromethyl)-1H-pyrazol-5-yl)methanamine (63 mg, 0.229 mmol). The solution was stirred for 48 h at room temperature. The reaction mixture was concentrated in vacuo and pu... Starting materials: BrC1C(C2=CC=C(C=C2C1)Cl)=O (2-bromo-5-chloroindan-1-one), C(C1=CC=CC=C1)(=S)N (thiobenzamide). Yields the product ClC1=CC=2CC3C(N=C(S3)C3=CC=CC=C3)(C2C=C1)O (6-Chloro-2-phenyl-8,8a-dihydro-indeno[1,2-d]thiazol-3a-ol). Reaction SMILES: Br[CH:2]1[CH2:10][C:9]2[C:4](=[CH:5][CH:6]=[C:7]([Cl:11])[CH:8]=2)[C:3]1=[O:12].[C:13]([NH2:21])(=[S:20])[C:14]1[CH:19]=[CH:18][CH:17]=[CH:16][CH:15]=1>>[Cl:11][C:7]1[CH:6]=[CH:5][C:4]2[C:3]3([OH:12])[N:21]=[C:13]([C:14]4[CH:19]=[CH:18][CH:17]=[CH:16][CH:15]=4)[S:20][CH:2]3[CH2:10][C:9]=2[CH:8]=1. Procedure details: This compound is prepared analogously to the process described in Example 6b using 2-bromo-5-chloroindan-1-one and thiobenzamide; melting point: 155° C. Reactants: C(C)(C)(C)OC(CN(C1=NC(=CC=C1)C)C(=O)OC(C)(C)C)=O (tert-butyl[tert-butoxycarbonyl(6-methylpyridin-2-yl)amino]-acetate), C1CC(=O)N(C1=O)Br (NBS). The solvent is C(C)#N (acetonitrile). Run at temperature 40 celsius, time 3 hour. The product is C(C)(C)(C)OC(CN(C(=O)OC(C)(C)C)C1=NC(=C(C=C1)Br)C)=O (tert-Butyl[(5-bromo-6-methylpyridin-2-yl)tert-butoxycarbonylamino]acetate). The yield is 95.1%. Reaction SMILES: [C:1]([O:5][C:6](=[O:23])[CH2:7][N:8]([C:16]([O:18][C:19]([CH3:22])([CH3:21])[CH3:20])=[O:17])[C:9]1[CH:14]=[CH:13][CH:12]=[C:11]([CH3:15])[N:10]=1)([CH3:4])([CH3:3])[CH3:2].C1C(=O)N([Br:31])C(=O)C1>C(#N)C>[C:1]([O:5][C:6](=[O:23])[CH2:7][N:8]([C:9]1[CH:14]=[CH:13][C:12]([Br:31])=[C:11]([CH3:15])[N:10]=1)[C:16]([O:18][C:19]([CH3:22])([CH3:21])[CH3:20])=[O:17])([CH3:3])([CH3:4])[CH3:2]. Reported procedure: To a solution of tert-butyl[tert-butoxycarbonyl(6-methylpyridin-2-yl)amino]-acetate (477 mg, 1.48 mmol) obtained in Reference Example 1-(a) in acetonitrile (3 ml) was added NBS (398 mg, 2.24 mmol), followed by stirring at 40° C. for 3 hours. After completion of the reaction, the reaction solution was concentrated under reduced pressure. The resulting residue was subjected to silica gel column chromatography (eluent; hexane:ethyl acetate=20:1→5:1 (V/V)), and fractions containing the desired compo... Starting materials: FC1=CC=C(N)C=C1 (4-fluoroaniline), C(C)C1=CC(=NC(=N1)Cl)N1C(C2=CC=CC=C2CC1)C (6-ethyl-4-(1-methyl-1,2,3,4-tetrahydroisoquinolin-2-yl)-2-chloropyrimidine). Solvent: CN(C=O)C (dimethylformamide). Yields the product Cl.C(C)C1=CC(=NC(=N1)NC1=CC=C(C=C1)F)N1C(C2=CC=CC=C2CC1)C (6-ethyl-2-(4-fluorophenylamino)-4-(1-methyl-1,2,3,4-tetrahydroisoquinolin-2-yl)pyrimidine hydrochloride). The yield is 21.5%. RXN SMILES: [F:1][C:2]1[CH:8]=[CH:7][C:5]([NH2:6])=[CH:4][CH:3]=1.[CH2:9]([C:11]1[N:16]=[C:15]([Cl:17])[N:14]=[C:13]([N:18]2[CH2:27][CH2:26][C:25]3[C:20](=[CH:21][CH:22]=[CH:23][CH:24]=3)[CH:19]2[CH3:28])[CH:12]=1)[CH3:10]>CN(C)C=O>[ClH:17].[CH2:9]([C:11]1[N:16]=[C:15]([NH:6][C:5]2[CH:7]=[CH:8][C:2]([F:1])=[CH:3][CH:4]=2)[N:14]=[C:13]([N:18]2[CH2:27][CH2:26][C:25]3[C:20](=[CH:21][CH:22]=[CH:23][CH:24]=3)[CH:19]2[CH3:28])[CH:12]=1)[CH3:10] |f:3.4|. Procedure details: After 4-fluoroaniline(0.38 ml, 4.01 mmol) was added to a mixture solution of 6-ethyl-4-(1-methyl-1,2,3,4-tetrahydroisoquinolin-2-yl)-2-chloropyrimidine (0.57 g, 1.98 mmol) and dimethylformamide (5 ml), 0.17 g of the titled compound was obtained in accordance with the same procedure as in Step 2 of Example 1 Reactants: [BH4-], CCO, CC(=O)COc1cc(N)c(Cl)cc1C(=O)NC1CN2CCC1CC2, [Na+]. Yields the product CC(O)COc1cc(N)c(Cl)cc1C(=O)NC1CN2CCC1CC2. Reaction SMILES: [BH4-:25].[CH3:27][CH2:28][OH:29].[NH2:1][c:2]1[cH:3][c:4]([O:20][CH2:21][C:22]([CH3:23])=[O:24])[c:5]([C:6](=[O:7])[NH:8][CH:9]2[CH2:10][N:11]3[CH2:12][CH2:13][CH:14]2[CH2:15][CH2:16]3)[cH:17][c:18]1[Cl:19].[Na+:26]>>[NH2:1][c:2]1[cH:3][c:4]([O:20][CH2:21][CH:22]([CH3:23])[OH:24])[c:5]([C:6](=[O:7])[NH:8][CH:9]2[CH2:10][N:11]3[CH2:12][CH2:13][CH:14]2[CH2:15][CH2:16]3)[cH:17][c:18]1[Cl:19]. Run in CN(C=O)C (dimethylformamide). RXN SMILES: [O-:1][C:2]#[N:3].[K+].Br[CH2:6][C:7]([O:9][C:10]([CH3:13])([CH3:12])[CH3:11])=[O:8].[C:14]([O:18][C:19]([NH:21][C@H:22]1[C@@H:25]([CH3:26])[NH:24][C:23]1=[O:27])=[O:20])([CH3:17])([CH3:16])[CH3:15]>CN(C)C=O>[C:14]([O:18][C:19]([NH:21][C@H:22]1[C@@H:25]([CH3:26])[N:24]([C:2]([NH:3][CH2:6][C:7]([O:9][C:10]([CH3:13])([CH3:12])[CH3:11])=[O:8])=[O:1])[C:23]1=[O:27])=[O:20])([CH3:17])([CH3:15])[CH3:16] |f:0.1|. Yields the product C(C)(C)(C)OC(=O)N[C@@H]1C(N([C@@H]1C)C(=O)NCC(=O)OC(C)(C)C)=O ((3S-cis)-N-[[3-[[(t-Butyloxy)carbonyl]amino]-4-methyl-2-oxo-1-azetidinyl]carbonyl]glycine, t-butyl ester). Procedure: To a suspension of potassium cyanate (558 mg, 6.9 mmol) in 6 ml of dimethylformamide was added t-butyl bromoacetate (1.1 ml, 6.6 mmol). The mixture was heated to 100° C. for 1 hour and cooled to room temperature. (3s-cis)-3-[[(t-butyloxy)carbonyl]amino]-4-methyl-2-azetidinone (1.2 g, 6.0 mmol) was then added, and the mixture was heated to 65° C. After being stirred at 65° C. for 1 hour, the mixture was heated to 100° C. and stirred for an additional hour. Additional isocyanate was prepared (usin... Conditions: temperature 100 celsius, time 1 hour. Reactants: [O-]C#N.[K+] (potassium cyanate), BrCC(=O)OC(C)(C)C (t-butyl bromoacetate), BrCC(=O)OC(C)(C)C (t-butyl bromoacetate), C(C)(C)(C)OC(=O)N[C@@H]1C(N[C@@H]1C)=O ((3s-cis)-3-[[(t-butyloxy)carbonyl]amino]-4-methyl-2-azetidinone), [O-]C#N.[K+] (potassium cyanate). The reactants are CC[O-], CCO, ClCc1cc2ccccc2cn1, Cl, [Na+]. The product is CCOCc1cc2ccccc2cn1. As a reaction SMILES: [CH3:15][CH2:16][O-:17].[CH3:18][CH2:19][OH:20].[Cl:2][CH2:3][c:4]1[n:5][cH:6][c:7]2[cH:8][cH:9][cH:10][cH:11][c:12]2[cH:13]1.[ClH:1].[Na+:14]>>[CH2:3]([c:4]1[n:5][cH:6][c:7]2[cH:8][cH:9][cH:10][cH:11][c:12]2[cH:13]1)[O:17][CH2:16][CH3:15]. Reactants: CC(=O)OCC1=C(N2[C@@H]([C@@H](C2=O)N)SC1)C(=O)O (7-aminocephalosporanic acid), Cl (hydrochloric acid), CC(=O)OCC1=C(N2[C@@H]([C@@H](C2=O)N)SC1)C(=O)O (7-ACA), CC(=O)OCC1=C(N2[C@@H]([C@@H](C2=O)N)SC1)C(=O)O (7-ACA), [OH-].[Na+] (sodium hydroxide). The solvent is O (water). Yields the product N[C@H]1[C@@H]2N(C(=C(CS2)CO)C(=O)O)C1=O (7β-amino-3-hydroxymethyl -3-cephem-4-carboxylic acid). The yield is 63.9%. RXN SMILES: CC([O:4][CH2:5][C:6]1[CH2:15][S:14][C@@H:9]2[C@H:10]([NH2:13])[C:11](=[O:12])[N:8]2[C:7]=1[C:16]([OH:18])=[O:17])=O.[OH-].[Na+].Cl>O>[NH2:13][C@@H:10]1[C:11](=[O:12])[N:8]2[C:7]([C:16]([OH:18])=[O:17])=[C:6]([CH2:5][OH:4])[CH2:15][S:14][C@H:9]12 |f:1.2|. Procedure details: In 100 ml of water was suspended 10 g of 7-aminocephalosporanic acid (hereinafter abbreviated as "7-ACA"). The pH of the suspension was maintained at 12.5 to 13.4 by gradual addition of 2N-sodium hydroxide solution under ice-cooling and stirring. The mixture was further stirred for 2 hours, and adjusted to pH 3.4 with 4N-hydrochloric acid after confirming the disappearance of the starting material (7-ACA) by TLC. The precipitating crystals were collected by filtration, washed with water and acet... Reactants: Cl (HCl), ClC=1C=C(C=CC1)C(CNC(CC1=CC2=C(OC(O2)(C(=O)O)C(=O)O)C=C1)C)O (5-{2-[2-(3-chloro-phenyl)-2-hydroxy-ethylamino]-propyl}-benzo[1,3]dioxole-2,2-dicarboxylic acid), CC(CO)(CC(C)C)C (2,2,4-trimethylpentanol), [K+].[Br-] (KBr). Yields the product CC(COC(=O)C1(OC2=C(O1)C=CC(=C2)C[C@@H](C)NC[C@H](O)C2=CC(=CC=C2)Cl)C(=O)OCC(CC(C)C)(C)C)(CC(C)C)C (5-{(2R)-2-[(2R)-2-(3-Chloro-phenyl)-2-hydroxy-ethylamino]-propyl}-benzo[1,3]dioxole-2,2-dicarboxylic aicd bis-(2,2,4-trimethyl-pentyl) ester). Reaction SMILES: [Cl:1][C:2]1[CH:3]=[C:4]([CH:8]([OH:29])[CH2:9][NH:10][CH:11]([CH3:28])[CH2:12][C:13]2[CH:27]=[CH:26][C:16]3[O:17][C:18]([C:23]([OH:25])=[O:24])([C:20]([OH:22])=[O:21])[O:19][C:15]=3[CH:14]=2)[CH:5]=[CH:6][CH:7]=1.[CH3:30][C:31]([CH3:38])([CH2:34][CH:35]([CH3:37])[CH3:36])[CH2:32]O.[K+].[Br-].Cl>>[CH3:30][C:31]([CH3:38])([CH2:34][CH:35]([CH3:37])[CH3:36])[CH2:32][O:24][C:23]([C:18]1([C:20]([O:22][CH2:30][C:31]([CH3:38])([CH3:32])[CH2:34][CH:35]([CH3:37])[CH3:36])=[O:21])[O:17][C:16]2[CH:26]=[CH:27][C:13]([CH2:12][C@H:11]([NH:10][CH2:9][C@@H:8]([C:4]3[CH:5]=[CH:6][CH:7]=[C:2]([Cl:1])[CH:3]=3)[OH:29])[CH3:28])=[CH:14][C:15]=2[O:19]1)=[O:25] |f:2.3|. Procedure details: The title compound was prepared from 5-{2-[2-(3-chloro-phenyl)-2-hydroxy-ethylamino]-propyl}-benzo[1,3]dioxole-2,2-dicarboxylic acid and 2,2,4-trimethylpentanol according to the procedure of Example 1 as an off-white solid; 1H NMR (DMSO-d6,400 MHz) δ 0.65-0.9 (m, 24H, 8×CH3), 1.09 (d, J=6.4 Hz, 3H, CH3), 1.1-1.4 (m, 4H, CH2, CH2), 2.62 (m, 1H, CH), 3-3.3 (m, 3H, CH, CH2), 3.4 (brs, 1H, CH), 4.04 (s, 4H, OCH2, OCH2), 5.05 (m, 1H, CH), 6.34 (d, J=3.95 Hz, 1H, OH), 6.85 (dd, J=7.9, 1.32 Hz, 1H, Ar-... Reactants: N1C=NC=C1 (imidazole), C([O-])(O)=O.[Na+] (sodium bicarbonate), C(C=CCC)Br (Pent-2-enyl bromide). Solvent: CO (methanol). Yields the product C(C=CCC)N1C=NC=C1 (1-(pent-2-enyl)imidazole). Reaction SMILES: [CH2:1](Br)[CH:2]=[CH:3][CH2:4][CH3:5].[NH:7]1[CH:11]=[CH:10][N:9]=[CH:8]1.C(=O)(O)[O-].[Na+]>CO>[CH2:1]([N:7]1[CH:11]=[CH:10][N:9]=[CH:8]1)[CH:2]=[CH:3][CH2:4][CH3:5] |f:2.3|. Reported procedure: Pent-2-enyl bromide (18.5 g) was added dropwise to a stirred refluxing mixture of imidazole (10 g) and sodium bicarbonate (12.4 g) in methanol (50 ml). After addition was complete, the mixture was stirred under reflux for a further 24 hours. The mixture was filtered to remove unsoluble material and the filtrate evaporated to remove solvent. Residue taken in 2N-HCl (150 ml) and washed with ether (50 ml). The aqueous layer was basified with 10N NaOH and extracted with chloroform (3×50 ml). Combine...